This data is from the Open Reaction Database (ORD), a public repository of structured organic reaction records. The task is: describe an organic reaction: reactants, conditions, products, and yield The product is [Br-], [PH3+]CCCc1ccccc1. As a reaction SMILES: [Br:1][CH2:2][CH2:3][CH2:4][c:5]1[cH:6][cH:7][cH:8][cH:9][cH:10]1.[c:11]1([P:17]([c:12]2[cH:13][cH:14][cH:15][cH:16][cH:18]2)[c:19]2[cH:20][cH:21][cH:22][cH:23][cH:24]2)[cH:25][cH:26][cH:27][cH:28][cH:29]1>>[Br-:1].[CH2:2]([CH2:3][CH2:4][c:5]1[cH:6][cH:7][cH:8][cH:9][cH:10]1)[PH3+:17]. The reactants are BrCCCc1ccccc1, c1ccc(P(c2ccccc2)c2ccccc2)cc1. RXN SMILES: [C:1]([CH3:2])([CH3:3])([CH3:4])[O:5][C:6](=[O:7])[N:8]1[CH2:9][CH2:10][CH:11]([CH2:14][CH2:15][CH2:16][OH:17])[CH2:12][CH2:13]1.[CH2:61]1[O:62][CH2:63][CH2:64][CH2:65]1.[CH3:18][O:19][C:20]([c:21]1[cH:22][c:23]([CH3:28])[c:24]([OH:27])[cH:25][cH:26]1)=[O:29].[O:49]=[C:50]([O:51][CH2:52][CH3:53])[N:54]=[N:55][C:56]([O:57][CH2:58][CH3:59])=[O:60].[c:30]1([P:31]([c:32]2[cH:33][cH:34][cH:35][cH:36][cH:37]2)[c:38]2[cH:39][cH:40][cH:41][cH:42][cH:43]2)[cH:44][cH:45][cH:46][cH:47][cH:48]1>>[C:1]([CH3:2])([CH3:3])([CH3:4])[O:5][C:6](=[O:7])[N:8]1[CH2:9][CH2:10][CH:11]([CH2:14][CH2:15][CH2:16][O:17][c:24]2[c:23]([CH3:28])[cH:22][c:21]([C:20]([O:19][CH3:18])=[O:29])[cH:26][cH:25]2)[CH2:12][CH2:13]1. The product is COC(=O)c1ccc(OCCCC2CCN(C(=O)OC(C)(C)C)CC2)c(C)c1. Starting materials: CC(C)(C)OC(=O)N1CCC(CCCO)CC1, C1CCOC1, COC(=O)c1ccc(O)c(C)c1, CCOC(=O)N=NC(=O)OCC, c1ccc(P(c2ccccc2)c2ccccc2)cc1. The reactants are FC([C@H](OCC1=CC=C(C=C1)OC)C1=CC=C(C=C1)N1C(C2(CCC3(OCCO3)CC2)CC1)=O)(F)F (10-{4-[(R)-2,2,2-trifluoro-1-(4-methoxy-benzyloxy)-ethyl]-phenyl}-1,4-dioxa-10-aza-dispiro[4.2.4.2]tetradecan-9-one), Cl (HCl). The solvent is C1CCOC1 (THF). Product: FC([C@H](OCC1=CC=C(C=C1)OC)C1=CC=C(C=C1)N1C(C2(CC1)CCC(CC2)=O)=O)(F)F (2-{4-[(R)-2,2,2-Trifluoro-1-(4-methoxy-benzyloxy)-ethyl]-phenyl}-2-aza-spiro[4.5]decane-1,8-dione). RXN SMILES: [F:1][C:2]([F:36])([F:35])[C@@H:3]([C:14]1[CH:19]=[CH:18][C:17]([N:20]2[CH2:33][CH2:32][C:22]3([CH2:31][CH2:30][C:25]4(OCC[O:26]4)[CH2:24][CH2:23]3)[C:21]2=[O:34])=[CH:16][CH:15]=1)[O:4][CH2:5][C:6]1[CH:11]=[CH:10][C:9]([O:12][CH3:13])=[CH:8][CH:7]=1.Cl>C1COCC1>[F:36][C:2]([F:1])([F:35])[C@@H:3]([C:14]1[CH:15]=[CH:16][C:17]([N:20]2[CH2:33][CH2:32][C:22]3([CH2:31][CH2:30][C:25](=[O:26])[CH2:24][CH2:23]3)[C:21]2=[O:34])=[CH:18][CH:19]=1)[O:4][CH2:5][C:6]1[CH:7]=[CH:8][C:9]([O:12][CH3:13])=[CH:10][CH:11]=1. Procedure details: The title compound was prepared in analogy to example 1, step 5 from 10-{4-[(R)-2,2,2-trifluoro-1-(4-methoxy-benzyloxy)-ethyl]-phenyl}-1,4-dioxa-10-aza-dispiro[4.2.4.2]tetradecan-9-one (4.91 g) by treatment with 2 M HCl (58.3 ml) in THF (68.2 ml) as a white solid. (3.5 g). The product is COc1ccc(C2=NOC3CN(c4nc5c(cc4F)c(=O)c(C(=O)O)cn5-c4ccc(F)cc4F)CC23)cn1. The reactants are COc1ccc(C2=NOC3CNCC23)cn1, O=C(O)c1cn(-c2ccc(F)cc2F)c2nc(N3CC4ON=C(c5ccc(Cl)cc5)C4C3)c(F)cc2c1=O, O=C(O)C(F)(F)F, O=C(O)C(F)(F)F. As a reaction SMILES: [CH3:53][O:54][c:55]1[cH:56][cH:57][c:58]([C:61]2=[N:62][O:63][CH:64]3[CH:65]2[CH2:66][NH:67][CH2:68]3)[cH:59][n:60]1.[Cl:1][c:2]1[cH:3][cH:4][c:5]([C:6]2=[N:13][O:12][CH:11]3[CH:7]2[CH2:8][N:9]([c:16]2[c:17]([F:38])[cH:18][c:19]4[c:20](=[O:37])[c:21]([C:34](=[O:35])[OH:36])[cH:22][n:23](-[c:26]5[c:27]([F:33])[cH:28][c:29]([F:32])[cH:30][cH:31]5)[c:24]4[n:25]2)[CH2:10]3)[cH:14][cH:15]1.[F:39][C:40]([F:41])([F:42])[C:43]([OH:44])=[O:45].[F:46][C:47]([F:48])([F:49])[C:50]([OH:51])=[O:52]>>[c:16]1([N:67]2[CH2:66][CH:65]3[C:61]([c:58]4[cH:57][cH:56][c:55]([O:54][CH3:53])[n:60][cH:59]4)=[N:62][O:63][CH:64]3[CH2:68]2)[c:17]([F:38])[cH:18][c:19]2[c:20](=[O:37])[c:21]([C:34](=[O:35])[OH:36])[cH:22][n:23](-[c:26]3[c:27]([F:33])[cH:28][c:29]([F:32])[cH:30][cH:31]3)[c:24]2[n:25]1. Reactants: ClC=1N=CC2=C(N(CC(C(N2C)=O)C)C2CCCC2)N1 ((rac)-2-chloro-9-cyclopentyl-5,7-dimethyl-5,7,8,9-tetrahydro-pyrimido[4,5-b][1,4]diazepin-6-one), NC1=CC=C(C(=O)O)C=C1 (4-aminobenzoic acid), C(C)O (ethanol). Reagents/catalysts: Cl (hydrochloric acid). The solvent is O (water). Yields the product C1(CCCC1)N1C2=C(N(C(C(C1)C)=O)C)C=NC(=N2)NC2=CC=C(C(=O)O)C=C2 ((rac)-4-(9-cyclopentyl-5,7-dimethyl-6-oxo-6,7,8,9-tetrahydro-5H-pyrimido[4,5-b][1,4]diazepin-2-yl amino)-benzoic acid). The yield is 156.8%. As a reaction SMILES: Cl[C:2]1[N:3]=[CH:4][C:5]2[N:11]([CH3:12])[C:10](=[O:13])[CH:9]([CH3:14])[CH2:8][N:7]([CH:15]3[CH2:19][CH2:18][CH2:17][CH2:16]3)[C:6]=2[N:20]=1.[NH2:21][C:22]1[CH:30]=[CH:29][C:25]([C:26]([OH:28])=[O:27])=[CH:24][CH:23]=1.C(O)C>Cl.O>[CH:15]1([N:7]2[CH2:8][CH:9]([CH3:14])[C:10](=[O:13])[N:11]([CH3:12])[C:5]3[CH:4]=[N:3][C:2]([NH:21][C:22]4[CH:30]=[CH:29][C:25]([C:26]([OH:28])=[O:27])=[CH:24][CH:23]=4)=[N:20][C:6]2=3)[CH2:19][CH2:18][CH2:17][CH2:16]1. Procedure: A mixture of 0.03 g (0.0001 mole) of (rac)-2-chloro-9-cyclopentyl-5,7-dimethyl-5,7,8,9-tetrahydro-pyrimido[4,5-b][1,4]diazepin-6-one, 0.014 g (0.0001 mole) of 4-aminobenzoic acid, 0.3 mL of ethanol, 0.8 mL of water, and 1 drop of hydrochloric acid was heated to 100 degrees overnight. Upon cooling, a precipitate formed which was collected by filtration to give 0.062 g of (rac)-4-(9-cyclopentyl-5,7-dimethyl-6-oxo-6,7,8,9-tetrahydro-5H-pyrimido[4,5-b][1,4]diazepin-2-yl amino)-benzoic acid (I-5) as ... Reactants: C(N)(=O)C=1C=C2C(C3=C(C=CN2C1)C=CC=C3)=CCCN(C)C (2-carbamoyl-11-(3-dimethylaminopropylidene)-11H-pyrrolo[2,1-b][3]benzazepine), S(O)(O)(=O)=O (sulfuric acid), N(=O)[O-].[Na+] (sodium nitrite). The solvent is O (water). Yields the product C(=O)(O)C=1C=C2C(C3=C(C=CN2C1)C=CC=C3)=CCCN(C)C (2-carboxy-11-(3-dimethylaminopropylidene)-11H-pyrrolo[2,1-b][3]benzazepine). As a reaction SMILES: [C:1]([C:4]1[CH:5]=[C:6]2[N:12]([CH:13]=1)[CH:11]=[CH:10][C:9]1[CH:14]=[CH:15][CH:16]=[CH:17][C:8]=1[C:7]2=[CH:18][CH2:19][CH2:20][N:21]([CH3:23])[CH3:22])(=[O:3])N.S(=O)(=O)(O)[OH:25].N([O-])=O.[Na+]>O>[C:1]([C:4]1[CH:5]=[C:6]2[N:12]([CH:13]=1)[CH:11]=[CH:10][C:9]1[CH:14]=[CH:15][CH:16]=[CH:17][C:8]=1[C:7]2=[CH:18][CH2:19][CH2:20][N:21]([CH3:22])[CH3:23])([OH:3])=[O:25] |f:2.3|. Procedure: To 2-carbamoyl-11-(3-dimethylaminopropylidene)-11H-pyrrolo[2,1-b][3]benzazepine (0.112 moles) in 300 ml. of 50% sulfuric acid maintained at 50° C. is added slowly 25 g. of sodium nitrite in 75 ml. of water. At the end of the addition, the solid is filtered, washed with water and air-dried to yield 2-carboxy-11-(3-dimethylaminopropylidene)-11H-pyrrolo[2,1-b][3]benzazepine.